This data is from the Open Reaction Database (ORD), a public repository of structured organic reaction records. The task is: describe an organic reaction: reactants, conditions, products, and yield Starting materials: C(C1=CC=CC=C1)N1C(CCC(=C1)F)CNC(OC(C)(C)C)=O (tert-butyl (1-benzyl-5-fluoro-1,2,3,4-tetrahydropyridin-2-yl)methylcarbamate). Reagents/catalysts: [Pd] (Pd/C). The solvent is CO (MeOH). Reaction conditions: time 8 hour. The product is FC1CCC(NC1)CNC(OC(C)(C)C)=O (tert-butyl (5-fluoropiperidin-2-yl)methylcarbamate). Reaction SMILES: C([N:8]1[CH:13]=[C:12]([F:14])[CH2:11][CH2:10][CH:9]1[CH2:15][NH:16][C:17](=[O:23])[O:18][C:19]([CH3:22])([CH3:21])[CH3:20])C1C=CC=CC=1>CO.[Pd]>[F:14][CH:12]1[CH2:13][NH:8][CH:9]([CH2:15][NH:16][C:17](=[O:23])[O:18][C:19]([CH3:21])([CH3:20])[CH3:22])[CH2:10][CH2:11]1. Reported procedure: The above described tert-butyl (1-benzyl-5-fluoro-1,2,3,4-tetrahydropyridin-2-yl)methylcarbamate and 10% Pd/C in MeOH was stirred at rt under a hydrogen balloon overnight. The reaction mixture was filtered through diatomaceous earth and concentrated in vacuo to provide the desired product tert-butyl (5-fluoropiperidin-2-yl)methylcarbamate in quantitative yield which was used for next step without further purification. 1H NMR (CDCl3, 400 MHz) δ 4.56-4.47 (m, 1H), 3.34-3.17 (m, 2H), 3.02-2.95 (m, ...